Dataset: the Open Reaction Database (ORD), a public repository of structured organic reaction records. Task: describe an organic reaction: reactants, conditions, products, and yield Starting materials: C(C)N1C(C(C2=CC(=CC=C12)S(=O)(=O)O)(C)CCCCCC(=O)O)C (6-(1-ethyl-2,3-dimethyl-5-sulfo-3H-indol-3-yl)hexanoic acid), Br (hydrobromic acid), C(C)OC(C=C)OCC (acrolein diethyl acetal), C(C)(=O)O (acetic acid). Run in C(C)O (ethanol). Conditions: temperature 70 celsius. Product: CC1=NC2=CC=C(C=C2C1(C)CCCCCC(=O)O)S(=O)(=O)O (6-(2,3-Dimethyl-5-sulfo-3H-indol-3-yl)hexanoic acid). Reaction SMILES: C([N:3]1[C:11]2[C:6](=[CH:7][C:8]([S:12]([OH:15])(=[O:14])=[O:13])=[CH:9][CH:10]=2)[C:5]([CH2:17][CH2:18][CH2:19][CH2:20][CH2:21][C:22]([OH:24])=[O:23])([CH3:16])[CH:4]1[CH3:25])C.Br.C(O)(=O)C.C(OC(OCC)C=C)C>C(O)C>[CH3:25][C:4]1[C:5]([CH2:17][CH2:18][CH2:19][CH2:20][CH2:21][C:22]([OH:24])=[O:23])([CH3:16])[C:6]2[C:11](=[CH:10][CH:9]=[C:8]([S:12]([OH:15])(=[O:14])=[O:13])[CH:7]=2)[N:3]=1. Reported procedure: 6-(2,3-Dimethyl-5-sulfo-3H-indol-3-yl)hexanoic acid was synthesised as described in Example 5. To a stirred solution of 6-(1-ethyl-2,3-dimethyl-5-sulfo-3H-indol-3-yl)hexanoic acid (1.8 g, 5.3 mmol) in ethanol (200 ml) at ambient temperature was added hydrobromic acid (10 ml 48% aqueous solution). After 1 Hr the reaction solvent was removed in vacuo. The hydrobromide salt was re-dissolved in acetonitrile (150 ml) and acetic acid (1.54 ml) and acrolein diethyl acetal (6.6 g, 51 mmol). The reaction... Reactants: ClC1=C(C=C(C=C1)C(F)(F)F)I (4-chloro-3-iodobenzotrifluoride), C(CC)N1CCC(CC1)=O (1-propyl-4-piperidone). Yields the product ClC1=C(C=C(C=C1)C(F)(F)F)C1(CCN(CC1)CCC)O (4-(2-Chloro-5-trifluoromethyl-phenyl)-1-propyl-piperidin-4-ol). Reaction SMILES: [Cl:1][C:2]1[CH:7]=[CH:6][C:5]([C:8]([F:11])([F:10])[F:9])=[CH:4][C:3]=1I.[CH2:13]([N:16]1[CH2:21][CH2:20][C:19](=[O:22])[CH2:18][CH2:17]1)[CH2:14][CH3:15]>>[Cl:1][C:2]1[CH:7]=[CH:6][C:5]([C:8]([F:11])([F:10])[F:9])=[CH:4][C:3]=1[C:19]1([OH:22])[CH2:20][CH2:21][N:16]([CH2:13][CH2:14][CH3:15])[CH2:17][CH2:18]1. Reported procedure: Beginning with 4-chloro-3-iodobenzotrifluoride and 1-propyl-4-piperidone, the titled compound was recovered by the procedure described in Preparation 4, MS m/z (rel. intensity, 70 eV)) 321 (M+, 8), 294 (38), 292, (bp), 274 (52), 56 (35).